This data is from the Open Reaction Database (ORD), a public repository of structured organic reaction records. The task is: describe an organic reaction: reactants, conditions, products, and yield Reactants: COC1=CC=C(CN(C2=NC(=NC(=N2)C)C=2C=C(C=NC2NC=2C=NC(=CC2)OC)C(C2=C(C=CC(=C2)Br)S(=O)(=O)N(C)C)O)CC2=CC=C(C=C2)OC)C=C1 (2-((5-(4-(bis(4-methoxybenzyl)amino)-6-methyl-1,3,5-triazin-2-yl)-6-(6-methoxypyridin-3-ylamino)pyridin-3-yl)(hydroxy)methyl)-4-bromo-N,N-dimethylbenzenesulfonamide), C(=O)(C(F)(F)F)O (TFA), C(=O)(C(F)(F)F)O (TFA), C(C)[SiH](CC)CC (triethylsilane). Solvent: C(Cl)Cl (DCM). Conditions: temperature 72 celsius, time 16 hour. The product is NC1=NC(=NC(=N1)C)C=1C=C(C=NC1NC=1C=NC(=CC1)OC)C(C1=C(C=CC(=C1)Br)S(=O)(=O)N(C)C)O (2-((5-(4-amino-6-methyl-1,3,5-triazin-2-yl)-6-(6-methoxypyridin-3-ylamino)pyridin-3-yl)(hydroxy)methyl)-4-bromo-N,N-dimethylbenzenesulfonamide). Isolated yield 91.7%. Reaction SMILES: COC1C=CC(C[N:8](CC2C=CC(OC)=CC=2)[C:9]2[N:14]=[C:13]([CH3:15])[N:12]=[C:11]([C:16]3[CH:17]=[C:18]([CH:31]([OH:45])[C:32]4[CH:37]=[C:36]([Br:38])[CH:35]=[CH:34][C:33]=4[S:39]([N:42]([CH3:44])[CH3:43])(=[O:41])=[O:40])[CH:19]=[N:20][C:21]=3[NH:22][C:23]3[CH:24]=[N:25][C:26]([O:29][CH3:30])=[CH:27][CH:28]=3)[N:10]=2)=CC=1.C(O)(C(F)(F)F)=O.C([SiH](CC)CC)C>C(Cl)Cl>[NH2:8][C:9]1[N:14]=[C:13]([CH3:15])[N:12]=[C:11]([C:16]2[CH:17]=[C:18]([CH:31]([OH:45])[C:32]3[CH:37]=[C:36]([Br:38])[CH:35]=[CH:34][C:33]=3[S:39]([N:42]([CH3:43])[CH3:44])(=[O:41])=[O:40])[CH:19]=[N:20][C:21]=2[NH:22][C:23]2[CH:24]=[N:25][C:26]([O:29][CH3:30])=[CH:27][CH:28]=2)[N:10]=1. Procedure: A solution of 2-((5-(4-(bis(4-methoxybenzyl)amino)-6-methyl-1,3,5-triazin-2-yl)-6-(6-methoxypyridin-3-ylamino)pyridin-3-yl)(hydroxy)methyl)-4-bromo-N,N-dimethylbenzenesulfonamide (30.0 mg, 0.036 mmol) in DCM (0.5 mL) was treated with TFA (0.5 mL) followed by triethylsilane (0.3 mL). The mixture was stirred at 72° C. for 16 h. An additional 1 mL of TFA was added, the mixture was placed in a sealed tube, and heated at 100° C. for 4 h to give a much darker orange solution. The mixture was concentra... The reactants are COC(=O)CCSc1cnc(Nc2nc(C3CCN(C(=O)OC(C)(C)C)CC3)cs2)c(Oc2ccccc2)c1, CC(C)(C)[O-], CS(C)=O, [Cl-], Clc1ccnc2ccsc12, [K+], [NH4+]. Yields the product CC(C)(C)OC(=O)N1CCC(c2csc(Nc3ncc(Sc4ccnc5ccsc45)cc3Oc3ccccc3)n2)CC1. Reaction SMILES: [CH3:1][O:2][C:3](=[O:4])[CH2:5][CH2:39][S:6][c:7]1[cH:8][c:9]([O:32][c:33]2[cH:34][cH:35][cH:36][cH:37][cH:38]2)[c:10]([NH:13][c:14]2[s:15][cH:16][c:17]([CH:19]3[CH2:20][CH2:21][N:22]([C:25](=[O:26])[O:27][C:28]([CH3:29])([CH3:30])[CH3:31])[CH2:23][CH2:24]3)[n:18]2)[n:11][cH:12]1.[CH3:50][C:51]([O-:52])([CH3:53])[CH3:54].[CH3:58][S:59]([CH3:60])=[O:61].[Cl-:56].[Cl:40][c:41]1[c:42]2[c:43]([n:44][cH:45][cH:46]1)[cH:47][cH:48][s:49]2.[K+:55].[NH4+:57]>>[S:6]([c:7]1[cH:8][c:9]([O:32][c:33]2[cH:34][cH:35][cH:36][cH:37][cH:38]2)[c:10]([NH:13][c:14]2[s:15][cH:16][c:17]([CH:19]3[CH2:20][CH2:21][N:22]([C:25](=[O:26])[O:27][C:28]([CH3:29])([CH3:30])[CH3:31])[CH2:23][CH2:24]3)[n:18]2)[n:11][cH:12]1)[c:41]1[c:42]2[c:43]([n:44][cH:45][cH:46]1)[cH:47][cH:48][s:49]2. Reactants: C1=CC=C(C=C1)P(C2=CC=CC=C2)C3=C(C4=CC=CC=C4C=C3)C5=C(C=CC6=CC=CC=C65)P(C7=CC=CC=C7)C8=CC=CC=C8 ((S)-BINAP), CC1C(C(CC1)=CN(C1=CC=CC=C1)C)=O (2-methyl-5-(N-methyl-anilinomethylene)-cyclopentanone), C(C)(C)(C)C1=CC=C(C=C1)Br (4-t-Butylbromobenzene), CC(C)([O-])C.[Na+] (sodium t-butoxide). The reagents and catalysts are C(C)(=O)[O-].[Pd+2].C(C)(=O)[O-] (palladium acetate). Solvent: C1(=CC=CC=C1)C (Toluene). Conditions: time 1 minute. The product is C(C)(C)(C)C1=CC=C(C=C1)C1(C(C(CC1)=CN(C1=CC=CC=C1)C)=O)C (2-(4-t-butylphenyl)-2-methyl-5-(N-methyl-anilinomethylene)-cyclopentanone). The yield is 70.2%. Reaction SMILES: C1C=CC(P(C2C=CC3C(=CC=CC=3)C=2C2C3C(=CC=CC=3)C=CC=2P(C2C=CC=CC=2)C2C=CC=CC=2)C2C=CC=CC=2)=CC=1.[CH3:47][CH:48]1[CH2:52][CH2:51][C:50](=[CH:53][N:54]([CH3:61])[C:55]2[CH:60]=[CH:59][CH:58]=[CH:57][CH:56]=2)[C:49]1=[O:62].[C:63]([C:67]1[CH:72]=[CH:71][C:70](Br)=[CH:69][CH:68]=1)([CH3:66])([CH3:65])[CH3:64].CC(C)([O-])C.[Na+]>C([O-])(=O)C.[Pd+2].C([O-])(=O)C.C1(C)C=CC=CC=1>[C:63]([C:67]1[CH:72]=[CH:71][C:70]([C:48]2([CH3:47])[CH2:52][CH2:51][C:50](=[CH:53][N:54]([CH3:61])[C:55]3[CH:60]=[CH:59][CH:58]=[CH:57][CH:56]=3)[C:49]2=[O:62])=[CH:69][CH:68]=1)([CH3:66])([CH3:65])[CH3:64] |f:3.4,5.6.7|. Procedure: An oven dried Schlenk tube equipped with a rubber septum was cooled under an argon purge. The septum was removed and the tube was charged with palladium acetate (5.6 mg, 0.025 mmol, 5 mol % Pd), (S)-BINAP (23.3 mg, 0.0375 mmol, 7.5 mol %) and 2-methyl-5-(N-methyl-anilinomethylene)-cyclopentanone (108 mg, 0.5 mmol). Toluene (2 mL) was added and the mixture was stirred for 1 min at room temperature. 4-t-Butylbromobenzene (0.17 mL, 1.0 mmol) and sodium t-butoxide (96 mg, 1.0 mmol) were added to the... Reactants: CCOC(=O)C1C(=O)N(C(C)c2ccccc2)CC1CF, C[Si](C)(C)[N-][Si](C)(C)C, [Cl-], CI, [K+], [NH4+], C1CCOC1. The product is CCOC(=O)C1(C)C(=O)N(C(C)c2ccccc2)CC1CF. As a reaction SMILES: [CH2:1]([CH3:2])[O:3][C:4](=[O:5])[CH:6]1[C:7](=[O:21])[N:8]([CH:13]([CH3:14])[c:15]2[cH:16][cH:17][cH:18][cH:19][cH:20]2)[CH2:9][CH:10]1[CH2:11][F:12].[CH3:24][Si:25]([N-:26][Si:27]([CH3:28])([CH3:29])[CH3:30])([CH3:31])[CH3:32].[Cl-:34].[I:22][CH3:23].[K+:33].[NH4+:35].[O:36]1[CH2:37][CH2:38][CH2:39][CH2:40]1>>[CH2:1]([CH3:2])[O:3][C:4](=[O:5])[C:6]1([CH3:24])[C:7](=[O:21])[N:8]([CH:13]([CH3:14])[c:15]2[cH:16][cH:17][cH:18][cH:19][cH:20]2)[CH2:9][CH:10]1[CH2:11][F:12]. The reactants are Fc1ccc(CBr)cc1, CCOC(=O)c1ccc2[nH]c(CC)c(C)c2c1, CN(C)C=O, [H-], [Na+]. Product: CCOC(=O)c1ccc2c(c1)c(C)c(CC)n2Cc1ccc(F)cc1. As a reaction SMILES: [Br:20][CH2:21][c:22]1[cH:23][cH:24][c:25]([F:28])[cH:26][cH:27]1.[CH2:1]([CH3:2])[c:3]1[nH:4][c:5]2[cH:6][cH:7][c:8]([C:13](=[O:14])[O:15][CH2:16][CH3:17])[cH:9][c:10]2[c:11]1[CH3:12].[CH3:29][N:30]([CH3:31])[CH:32]=[O:33].[H-:18].[Na+:19]>>[CH2:1]([CH3:2])[c:3]1[n:4]([CH2:21][c:22]2[cH:23][cH:24][c:25]([F:28])[cH:26][cH:27]2)[c:5]2[cH:6][cH:7][c:8]([C:13](=[O:14])[O:15][CH2:16][CH3:17])[cH:9][c:10]2[c:11]1[CH3:12].